This data is from the Open Reaction Database (ORD), a public repository of structured organic reaction records. The task is: describe an organic reaction: reactants, conditions, products, and yield The reactants are O=C(O)c1cc(Br)cc([N+](=O)[O-])c1, COc1cc(-n2cncn2)cc([N+](=O)[O-])c1, CO. Yields the product O=C(O)c1cc(-n2cncn2)cc([N+](=O)[O-])c1. As a reaction SMILES: [Br:1][c:2]1[cH:3][c:4]([C:5](=[O:6])[OH:7])[cH:8][c:9]([N+:11](=[O:12])[O-:13])[cH:10]1.[CH3:14][O:15][c:16]1[cH:17][c:18](-[n:25]2[n:26][cH:27][n:28][cH:29]2)[cH:19][c:20]([N+:21]([O-:22])=[O:23])[cH:24]1.[CH3:30][OH:31]>>[c:2]1(-[n:25]2[n:26][cH:27][n:28][cH:29]2)[cH:3][c:4]([C:5](=[O:6])[OH:7])[cH:8][c:9]([N+:11](=[O:12])[O-:13])[cH:10]1. The reactants are O=C(O)c1ccc(B(O)O)cc1, C(=NC1CCCCC1)=NC1CCCCC1, ClCCl, CN(C)C=O, O=C1CCC(=O)N1O. Product: O=C(ON1C(=O)CCC1=O)c1ccc(B(O)O)cc1. Reaction SMILES: [C:1](=[O:2])([OH:3])[c:4]1[cH:5][cH:6][c:7]([B:10]([OH:11])[OH:12])[cH:8][cH:9]1.[CH:24]1([N:25]=[C:26]=[N:27][CH:28]2[CH2:29][CH2:30][CH2:31][CH2:32][CH2:33]2)[CH2:34][CH2:35][CH2:36][CH2:37][CH2:38]1.[Cl:21][CH2:22][Cl:23].[O:39]=[CH:40][N:41]([CH3:42])[CH3:43].[OH:13][N:14]1[C:15](=[O:20])[CH2:16][CH2:17][C:18]1=[O:19]>>[C:1]([O:2][N:14]1[C:15](=[O:20])[CH2:16][CH2:17][C:18]1=[O:19])(=[O:3])[c:4]1[cH:5][cH:6][c:7]([B:10]([OH:11])[OH:12])[cH:8][cH:9]1. Starting materials: C1(=CC=CC=C1)N(C1=CC=C(N)C=C1)C1=CC=CC=C1 (4-diphenylaminoaniline), [Cl-].[Ca+2].[Cl-] (calcium chloride), [Cl-].[Al+3].[Cl-].[Cl-] (aluminum chloride), C1(=CC=CC=C1)C (toluene). Run in CCCCCCCCCCCCC (tridecane), ice water. The product is C1(=CC=CC=C1)N(C1=CC=C(C=C1)NC1=CC=C(C=C1)N(C1=CC=CC=C1)C1=CC=CC=C1)C1=CC=CC=C1 (bis(4-diphenylaminophenyl)amine). Isolated yield 66.9%. As a reaction SMILES: [C:1]1([N:7]([C:15]2[CH:20]=[CH:19][CH:18]=[CH:17][CH:16]=2)[C:8]2[CH:14]=[CH:13][C:11]([NH2:12])=[CH:10][CH:9]=2)[CH:6]=[CH:5][CH:4]=[CH:3][CH:2]=1.[Cl-].[Ca+2].[Cl-].[Cl-].[Al+3].[Cl-].[Cl-].[C:28]1(C)[CH:33]=[CH:32][CH:31]=[CH:30][CH:29]=1>CCCCCCCCCCCCC>[C:1]1([N:7]([C:15]2[CH:20]=[CH:19][CH:18]=[CH:17][CH:16]=2)[C:8]2[CH:14]=[CH:13][C:11]([NH:12][C:11]3[CH:13]=[CH:14][C:8]([N:7]([C:28]4[CH:29]=[CH:30][CH:31]=[CH:32][CH:33]=4)[C:1]4[CH:6]=[CH:5][CH:4]=[CH:3][CH:2]=4)=[CH:9][CH:10]=3)=[CH:10][CH:9]=2)[CH:6]=[CH:5][CH:4]=[CH:3][CH:2]=1 |f:1.2.3,4.5.6.7|. Reported procedure: In a 500-ml four-necked flask were charged 68 ml of tridecane (boiling point: 234° C.) as a solvent and 130.2 g (0.50 mol) of 4-diphenylaminoaniline, followed by the addition of 15.4 g (0.138 mol) of anhydrous calcium chloride and 18.5 g (0.138 mol) of anhydrous aluminum chloride under stirring. The resulting mixture was reacted at 210 to 220° C. for 3 hours under a nitrogen atmosphere. After cooling, the reaction mixture was added with 114 ml of toluene, followed by charging in 144 g of ice wat... Reactants: O1C=COC12CCC(CC2)NC=C(C(=O)OCC)C(=O)OCC (Diethyl N-(1,4-dioxaspiro[4.5]decen-8-yl)aminomethylenemalonate), C1=CC=C(C=C1)C2=CC=CC=C2.C1=CC=C(C=C1)OC2=CC=CC=C2 (Dowtherm), C1=CC=C(C=C1)C2=CC=CC=C2.C1=CC=C(C=C1)OC2=CC=CC=C2 (Dowtherm). Product: C1COC(OCC)(C=2C=NC=3CCC(CC3C2O)=O)O1 (ethyl 4-hydroxy-6-oxo-5,6,7,8-tetrahydroquinoline-3-carboxylate ethylene ketal). RXN SMILES: [O:1]1[C:5]2([CH2:10][CH2:9][CH:8]([NH:11][CH:12]=[C:13]([C:19]([O:21][CH2:22][CH3:23])=[O:20])[C:14]([O:16]CC)=O)[CH2:7][CH2:6]2)OC=C1.C1C=CC(C2C=CC=CC=2)=CC=1.C1C=C[C:39]([O:42]C2C=CC=CC=2)=[CH:38]C=1>>[CH2:38]1[O:20][C:19]([C:13]2[CH:12]=[N:11][C:8]3[CH2:9][CH2:10][C:5](=[O:1])[CH2:6][C:7]=3[C:14]=2[OH:16])([O:21][CH2:22][CH3:23])[O:42][CH2:39]1 |f:1.2|. Procedure details: Diethyl N-(1,4-dioxaspiro[4.5]decen-8-yl)aminomethylenemalonate (53 g) in 100 ml of Dowtherm is added to 400 ml of Dowtherm at reflux and the mixture is heated at 250° for 45 minutes. The low boiling distillate is collected in a Dean-Stark trap. After cooling to room temperature, the mixture is evaporated to dryness in vacuo, and the residue is triturated with Et2O to give ethyl 4-hydroxy-6-oxo-5,6,7,8-tetrahydroquinoline-3-carboxylate ethylene ketal. The reactants are Cc1ccc2cccc(OCc3c(Cl)ccc(N(C)C(=O)CCC(=O)O)c3Cl)c2n1, CCN=C=NCCCN(C)C, ClCCl, Cl, CNC(=O)c1cccc(N)c1, On1nnc2ccccc21. Yields the product CNC(=O)c1cccc(NC(=O)CCC(=O)N(C)c2ccc(Cl)c(COc3cccc4ccc(C)nc34)c2Cl)c1. As a reaction SMILES: [C:1](=[O:2])([OH:3])[CH2:4][CH2:5][C:6](=[O:7])[N:8]([CH3:9])[c:10]1[c:11]([Cl:30])[c:12]([CH2:13][O:14][c:15]2[cH:16][cH:17][cH:18][c:19]3[cH:20][cH:21][c:22]([CH3:25])[n:23][c:24]23)[c:26]([Cl:29])[cH:27][cH:28]1.[CH2:43]([N:44]=[C:45]=[N:46][CH2:47][CH2:48][CH2:49][N:50]([CH3:51])[CH3:52])[CH3:53].[Cl:64][CH2:65][Cl:66].[ClH:42].[NH2:31][c:32]1[cH:33][c:34]([C:35](=[O:36])[NH:37][CH3:38])[cH:39][cH:40][cH:41]1.[OH:54][n:55]1[c:56]2[cH:57][cH:58][cH:59][cH:60][c:61]2[n:62][n:63]1>>[C:1](=[O:3])([CH2:4][CH2:5][C:6](=[O:7])[N:8]([CH3:9])[c:10]1[c:11]([Cl:30])[c:12]([CH2:13][O:14][c:15]2[cH:16][cH:17][cH:18][c:19]3[cH:20][cH:21][c:22]([CH3:25])[n:23][c:24]23)[c:26]([Cl:29])[cH:27][cH:28]1)[NH:31][c:32]1[cH:33][c:34]([C:35](=[O:36])[NH:37][CH3:38])[cH:39][cH:40][cH:41]1.